Dataset: the Open Reaction Database (ORD), a public repository of structured organic reaction records. Task: describe an organic reaction: reactants, conditions, products, and yield The reactants are CC(=C)C1=C(C=CC=C1)S(=O)(=O)[O-].[K+] (potassium 2-(1-methylethenyl)benzenesulfonate), S(=O)(Cl)Cl (thionyl chloride). Run in CN(C=O)C (N,N-dimethylformamide). Product: CC(=C)C1=C(C=CC=C1)S(=O)(=O)Cl (2-(1-Methylethenyl)benzenesulfonyl Chloride). RXN SMILES: [CH3:1][C:2]([C:4]1[CH:9]=[CH:8][CH:7]=[CH:6][C:5]=1[S:10]([O-:13])(=O)=[O:11])=[CH2:3].[K+].S(Cl)([Cl:17])=O>CN(C)C=O>[CH3:1][C:2]([C:4]1[CH:9]=[CH:8][CH:7]=[CH:6][C:5]=1[S:10]([Cl:17])(=[O:13])=[O:11])=[CH2:3] |f:0.1|. Procedure: A mixture of potassium 2-(1-methylethenyl)benzenesulfonate (7.8 g, 0.33 mmol) and 30 ml of thionyl chloride was contacted with 1.5 ml of N,N-dimethylformamide at 0°. The mixture was allowed to warm to room temperature over 45 minutes then evaporated in vacuo. Water and ether were added and the aqueous phase extracted with several portions of ether. The combined ether layers were washed with saturated sodium chloride solution, dried and evaporated under reduced pressure to yield the title compoun... Reactants: Cl, Cl, Cl, NC1CCC(CCN2CCN(c3nccc4c3CCO4)CC2)CC1, O=C(O)C1(O)CCC1. Product: O=C(NC1CCC(CCN2CCN(c3nccc4c3CCO4)CC2)CC1)C1(O)CCC1. Reaction SMILES: [ClH:1].[ClH:2].[ClH:3].[O:4]1[CH2:5][CH2:6][c:7]2[c:8]([N:13]3[CH2:14][CH2:15][N:16]([CH2:19][CH2:20][CH:21]4[CH2:22][CH2:23][CH:24]([NH2:27])[CH2:25][CH2:26]4)[CH2:17][CH2:18]3)[n:9][cH:10][cH:11][c:12]21.[OH:28][C:29]1([C:33](=[O:34])[OH:35])[CH2:30][CH2:31][CH2:32]1>>[O:4]1[CH2:5][CH2:6][c:7]2[c:8]([N:13]3[CH2:14][CH2:15][N:16]([CH2:19][CH2:20][CH:21]4[CH2:22][CH2:23][CH:24]([NH:27][C:33]([C:29]5([OH:28])[CH2:30][CH2:31][CH2:32]5)=[O:34])[CH2:25][CH2:26]4)[CH2:17][CH2:18]3)[n:9][cH:10][cH:11][c:12]21. The reactants are BrC=1C(=CC(=C(C(=O)O)C1)Cl)OC (5-Bromo-2-chloro-4-methoxybenzoic acid), S(=O)(Cl)Cl (thionyl chloride), [Cl-].[Al+3].[Cl-].[Cl-] (aluminum chloride), C1(=CC=CC=C1)OCC (phenetole). The solvent is C1(=CC=CC=C1)C (toluene), CN(C=O)C (N,N-dimethylformamide). Run at temperature 90 celsius, time 8 hour. Product: BrC=1C(=CC(=C(C1)C(=O)C1=CC=C(C=C1)OCC)Cl)OC ((5-Bromo-2-chloro-4-methoxyphenyl)(4-ethoxyphenyl)methanone). RXN SMILES: [Br:1][C:2]1[C:3]([O:12][CH3:13])=[CH:4][C:5]([Cl:11])=[C:6]([CH:10]=1)[C:7]([OH:9])=O.S(Cl)(Cl)=O.[Cl-].[Al+3].[Cl-].[Cl-].[C:22]1([O:28][CH2:29][CH3:30])[CH:27]=[CH:26][CH:25]=[CH:24][CH:23]=1>C1(C)C=CC=CC=1.CN(C)C=O>[Br:1][C:2]1[C:3]([O:12][CH3:13])=[CH:4][C:5]([Cl:11])=[C:6]([C:7]([C:25]2[CH:26]=[CH:27][C:22]([O:28][CH2:29][CH3:30])=[CH:23][CH:24]=2)=[O:9])[CH:10]=1 |f:2.3.4.5|. Procedure: To a solution of 5-bromo-2-chloro-4-methoxybenzoic acid (4, 15 g, 56.5 mmol) in toluene (72 mL) was added thionyl chloride (8.24 mL, 113 mmol) and N,N-dimethylformamide (0.1 mL). The solution was refluxed at 90° C. for 4 h, cooled to room temperature and evaporated to remove toluene and residual reagent. The obtained acyl chloride was diluted with dichloromethane (240 mL) and added portionwise aluminum chloride (8.3 g, 62.2 mmol) and phenetole (7.2 mL, 56.5 mmol) at 0° C. The reaction mixture wa... Reactants: C(C)(=O)OCC.O (ethyl acetate water), S(O)(O)(=O)=O (sulfuric acid), BrC1=C(C=C(C(=O)O)C=C1)[N+](=O)[O-] (4-bromo-3-nitro-benzoic acid). The reagents and catalysts are S(O)(O)(=O)=O (sulfuric acid). Run in CO (methanol), CO (MeOH). Reaction conditions: temperature 90 celsius, time 24 hour. Yields the product COC(C1=CC(=C(C=C1)Br)[N+](=O)[O-])=O (4-Bromo-3-nitro-benzoic acid methyl ester). Reaction SMILES: [Br:1][C:2]1[CH:10]=[CH:9][C:5]([C:6]([OH:8])=[O:7])=[CH:4][C:3]=1[N+:11]([O-:13])=[O:12].S(=O)(=O)(O)O.[C:19](OCC)(=O)C.O>CO.S(=O)(=O)(O)O>[CH3:19][O:7][C:6](=[O:8])[C:5]1[CH:9]=[CH:10][C:2]([Br:1])=[C:3]([N+:11]([O-:13])=[O:12])[CH:4]=1 |f:2.3|. Procedure details: Commercially available 4-bromo-3-nitro-benzoic acid (1.17 g, 4.76 mmol) was dissolved in methanol (5 mL) containing five drops of concentrated sulfuric acid. The mixture was heated in air at 90° C. for six hours and more MeOH (7 mL) followed by concentrated sulfuric acid (0.6 mL) was added. Heating was continued another 24 hours. Extractive work up (ethyl acetate-water) followed by drying over MgSO4, filtered and concentrated under vacuum giving the title compound in quantitative yield.